This data is from the Open Reaction Database (ORD), a public repository of structured organic reaction records. The task is: describe an organic reaction: reactants, conditions, products, and yield Reactants: CC1=C(CO)C(=CC=C1)[N+](=O)[O-] (2-methyl-6-nitrobenzyl alcohol), S(=O)(=O)(C1=CC=C(C)C=C1)Cl (tosyl chloride), C1(CCCCC1)NC1CCCCC1 (dicylohexylamine). Run in CC(=O)C (acetone), CC(=O)C (acetone). Conditions: time 1 day. Product: S(=O)(=O)(OCC1=C(C=CC=C1[N+](=O)[O-])C)C1=CC=C(C)C=C1 (2-methyl-6-nitrobenzyl tosylate). Isolated yield 37.9%. RXN SMILES: [CH3:1][C:2]1[CH:9]=[CH:8][CH:7]=[C:6]([N+:10]([O-:12])=[O:11])[C:3]=1[CH2:4][OH:5].[S:13](Cl)([C:16]1[CH:22]=[CH:21][C:19]([CH3:20])=[CH:18][CH:17]=1)(=[O:15])=[O:14].C1(NC2CCCCC2)CCCCC1>CC(C)=O>[S:13]([C:16]1[CH:22]=[CH:21][C:19]([CH3:20])=[CH:18][CH:17]=1)([O:5][CH2:4][C:3]1[C:6]([N+:10]([O-:12])=[O:11])=[CH:7][CH:8]=[CH:9][C:2]=1[CH3:1])(=[O:15])=[O:14]. Reported procedure: A 100 mL round bottomed flask equipped with a dropping funnel was charged with 2.50 g of 2-methyl-6-nitrobenzyl alcohol and 3.14 g of tosyl chloride dissolved in 30 mL of dry acetone under argon. To the mixture was added dropwise 3.30 mL of dicylohexylamine dissolved in 5 mL of dry acetone while cooling so as to keep the temperature below 15° C. The reaction mixture was brought to room temperature and stirred for 1 day. The mixture was filtered to remove dicyclohexylamine hydrochloride, the solv... The reactants are Clc1cc2c(Nc3ccc(OCc4ccccc4)cc3)ncnc2cn1, CCCC[Sn](CCCC)(CCCC)c1cccc(C2OCCO2)c1, C1COCCO1. Product: c1ccc(COc2ccc(Nc3ncnc4cnc(-c5cccc(C6OCCO6)c5)cc34)cc2)cc1. As a reaction SMILES: [CH2:1]([c:2]1[cH:3][cH:4][cH:5][cH:6][cH:7]1)[O:8][c:9]1[cH:10][cH:11][c:12]([NH:15][c:16]2[c:17]3[c:18]([n:19][cH:20][n:21]2)[cH:22][n:23][c:24]([Cl:26])[cH:25]3)[cH:13][cH:14]1.[O:27]1[CH:28]([c:32]2[cH:33][c:34]([Sn:38]([CH2:39][CH2:40][CH2:41][CH3:42])([CH2:43][CH2:44][CH2:45][CH3:46])[CH2:47][CH2:48][CH2:49][CH3:50])[cH:35][cH:36][cH:37]2)[O:29][CH2:30][CH2:31]1.[O:51]1[CH2:52][CH2:53][O:54][CH2:55][CH2:56]1>>[CH2:1]([c:2]1[cH:3][cH:4][cH:5][cH:6][cH:7]1)[O:8][c:9]1[cH:10][cH:11][c:12]([NH:15][c:16]2[c:17]3[c:18]([n:19][cH:20][n:21]2)[cH:22][n:23][c:24](-[c:34]2[cH:33][c:32]([CH:28]4[O:27][CH2:31][CH2:30][O:29]4)[cH:37][cH:36][cH:35]2)[cH:25]3)[cH:13][cH:14]1. Yield: 59.6%. Yields the product ClC1=NC=NC2=C(C=CC=C12)[N+](=O)[O-] (4-Chloro-8-nitro-quinazoline). Procedure details: N, N-dimethylaniline (0.37 ml, 1.23 mmol) was added dropwise to a solution of 8-nitro-3H-quinazolin-4-one 476 (200 mg, 1.04 mmol) in POCl3 (1.25 ml, 10.5 mmol) at 0° C. The mixture was heated at 65° C. for 1.5 h. After cooling, the mixture was concentrated in vacuo. The residue was quenched with sat. NaHCO3 solution and the aqueous phase was extracted with EtOAc (25 ml, ×2). The combined organic phase was dried (Na2SO4) and concentrated in vacuo. The crude residue was purified by column chromato... Reaction SMILES: CN(C)C1C=CC=CC=1.[N+:10]([C:13]1[CH:14]=[CH:15][CH:16]=[C:17]2[C:22]=1[N:21]=[CH:20][NH:19][C:18]2=O)([O-:12])=[O:11].O=P(Cl)(Cl)[Cl:26]>>[Cl:26][C:18]1[C:17]2[C:22](=[C:13]([N+:10]([O-:12])=[O:11])[CH:14]=[CH:15][CH:16]=2)[N:21]=[CH:20][N:19]=1. Reaction conditions: temperature 65 celsius. Starting materials: CN(C1=CC=CC=C1)C (N, N-dimethylaniline), [N+](=O)([O-])C=1C=CC=C2C(NC=NC12)=O (8-nitro-3H-quinazolin-4-one), O=P(Cl)(Cl)Cl (POCl3). RXN SMILES: [CH3:1][C:2]1([CH3:14])[O:3][B:4]([c:9]2[cH:10][n:11][nH:12][cH:13]2)[O:5][C:6]1([CH3:7])[CH3:8].[CH3:22][S:23]([O:24][CH:27]1[CH2:28][CH2:29][N:30]([C:33](=[O:34])[O:35][C:36]([CH3:37])([CH3:38])[CH3:39])[CH2:31][CH2:32]1)(=[O:25])=[O:26].[H-:21].[Na+:20].[O:15]=[CH:16][N:17]([CH3:18])[CH3:19].[OH2:40]>>[CH3:1][C:2]1([CH3:14])[O:3][B:4]([c:9]2[cH:10][n:11]([CH:27]3[CH2:28][CH2:29][N:30]([C:33](=[O:34])[O:35][C:36]([CH3:37])([CH3:38])[CH3:39])[CH2:31][CH2:32]3)[n:12][cH:13]2)[O:5][C:6]1([CH3:7])[CH3:8]. Reactants: CC1(C)OB(c2cn[nH]c2)OC1(C)C, CC(C)(C)OC(=O)N1CCC(OS(C)(=O)=O)CC1, [H-], [Na+], CN(C)C=O, O. Yields the product CC(C)(C)OC(=O)N1CCC(n2cc(B3OC(C)(C)C(C)(C)O3)cn2)CC1. The reactants are FC(C(C(C(C(C(C(C(F)(F)F)(F)F)(F)F)(F)F)(F)F)(F)F)(F)F)(S(=O)(=O)O)F (perfluorooctanesulfonic acid), C([O-])([O-])=O.[Ag+2] (silver carbonate). Solvent: O (water). Product: 60.3, FC(C(C(C(C(C(C(C(F)(F)F)(F)F)(F)F)(F)F)(F)F)(F)F)(F)F)(S(=O)(=O)[O-])F.[Ag+] (silver perfluorooctanesulfonate). RXN SMILES: [F:1][C:2]([F:29])([S:25]([OH:28])(=[O:27])=[O:26])[C:3]([F:24])([F:23])[C:4]([F:22])([F:21])[C:5]([F:20])([F:19])[C:6]([F:18])([F:17])[C:7]([F:16])([F:15])[C:8]([F:14])([F:13])[C:9]([F:12])([F:11])[F:10].C(=O)([O-])[O-].[Ag+2:34]>O>[F:29][C:2]([F:1])([S:25]([O-:28])(=[O:27])=[O:26])[C:3]([F:23])([F:24])[C:4]([F:22])([F:21])[C:5]([F:19])([F:20])[C:6]([F:18])([F:17])[C:7]([F:16])([F:15])[C:8]([F:14])([F:13])[C:9]([F:12])([F:11])[F:10].[Ag+:34] |f:1.2,4.5|. Reported procedure: Into a four-necked flask were charged 75 parts of perfluorooctanesulfonic acid and 100 parts of water, and 21.4 parts of silver carbonate was added thereto with stirring. After stirring at room temperature for 3 days, the mixture was filtered and the obtained filter-cake was washed with 10 parts of ion-exchange water, then 20 parts of diethylether and dried to give 60.3 parts of silver perfluorooctanesulfonate. Starting materials: CC(C)(C)OC(=O)CBr, C1CCOC1, CCOC(C)=O, [H-], [Na+], CN(C)C=O, CN(CCO)c1ccc([N+](=O)[O-])cn1. The product is CN(CCOCC(=O)OC(C)(C)C)c1ccc([N+](=O)[O-])cn1. RXN SMILES: [Br:17][CH2:18][C:19](=[O:20])[O:21][C:22]([CH3:23])([CH3:24])[CH3:25].[CH2:26]1[O:27][CH2:28][CH2:29][CH2:30]1.[CH3:36][CH2:37][O:38][C:39]([CH3:40])=[O:41].[H-:16].[Na+:15].[O:31]=[CH:32][N:33]([CH3:34])[CH3:35].[OH:1][CH2:2][CH2:3][N:4]([c:5]1[n:6][cH:7][c:8]([N+:11](=[O:12])[O-:13])[cH:9][cH:10]1)[CH3:14]>>[O:1]([CH2:2][CH2:3][N:4]([c:5]1[n:6][cH:7][c:8]([N+:11](=[O:12])[O-:13])[cH:9][cH:10]1)[CH3:14])[CH2:18][C:19](=[O:20])[O:21][C:22]([CH3:23])([CH3:24])[CH3:25]. Starting materials: C(C)(C)NC1=NC(=CC(=N1)C(=O)O)C (2-isopropylamino-6-methyl-pyrimidine-4-carboxylic acid), C(C)O (ethanol). Solvent: OS(=O)(=O)O (H2SO4). Run at temperature 80 celsius, time 18 hour. The product is C(C)OC(=O)C1=NC(=NC(=C1)C)NC(C)C (2-isopropylamino-6-methyl-pyrimidine-4-carboxylic acid ethyl ester). Reaction SMILES: [CH:1]([NH:4][C:5]1[N:10]=[C:9]([C:11]([OH:13])=[O:12])[CH:8]=[C:7]([CH3:14])[N:6]=1)([CH3:3])[CH3:2].[CH2:15](O)[CH3:16]>OS(O)(=O)=O>[CH2:15]([O:12][C:11]([C:9]1[CH:8]=[C:7]([CH3:14])[N:6]=[C:5]([NH:4][CH:1]([CH3:3])[CH3:2])[N:10]=1)=[O:13])[CH3:16]. Procedure details: To a solution of 2-isopropylamino-6-methyl-pyrimidine-4-carboxylic acid (1.27 g, 6.53 mmol) in ethanol (20 mL), concentrated H2SO4 (4 mL) is added. The reaction mixture is stirred at 80° C. for 18 h and is then evaporated. The residue is dissolved in EtOAc, washed with sat. aq. NaHCO3 and water, dried over MgSO4, filtered and evaporated. The crude compound is purified by CC on silica gel (eluting with Heptane/EtOAc 4:1) to give 2-isopropylamino-6-methyl-pyrimidine-4-carboxylic acid ethyl ester a...